This data is from the Open Reaction Database (ORD), a public repository of structured organic reaction records. The task is: describe an organic reaction: reactants, conditions, products, and yield Yields the product NC1=C(C=C(C(N1C)=O)C(=O)NCC1CCN(CC1)CCCC)Cl (6-Amino-N-[(1-butyl-4-piperidinyl)methyl]-5-chloro-1-methyl-2-oxo-1,2-dihydro-3-pyridinecarboxamide). Run at time 15 minute. Reported procedure: To a solution of 6-amino-N-[(1-butyl-4-piperidinyl)methyl]-5-chloro-2-oxo-1,2-dihydro-3-pyridinecarboxamide dihydrochloride (step 2 in example 3, 80 mg, 0.19 mmol) in N,N-dimethylformamide (3 ml), sodium hydride (60% dispersion in mineral oil, 39 mg, 0.97 mmol) was added at 0° C. and the mixture was stirred for 15 min at room temperature. The mixture was cooled to 0° C. and iodomethane (1.0 M in N,N-dimethylformamide, 0.19 ml, 0.19 mmol) was added. After stirring for 18 h at room temperature, th... Starting materials: Cl.Cl.NC1=C(C=C(C(N1)=O)C(=O)NCC1CCN(CC1)CCCC)Cl (6-amino-N-[(1-butyl-4-piperidinyl)methyl]-5-chloro-2-oxo-1,2-dihydro-3-pyridinecarboxamide dihydrochloride), [H-].[Na+] (sodium hydride), O (water), IC (iodomethane). Solvent: CN(C=O)C (N,N-dimethylformamide). Isolated yield 5.9%. Reaction SMILES: Cl.Cl.[NH2:3][C:4]1[NH:9][C:8](=[O:10])[C:7]([C:11]([NH:13][CH2:14][CH:15]2[CH2:20][CH2:19][N:18]([CH2:21][CH2:22][CH2:23][CH3:24])[CH2:17][CH2:16]2)=[O:12])=[CH:6][C:5]=1[Cl:25].[H-].[Na+].I[CH3:29].O>CN(C)C=O>[NH2:3][C:4]1[N:9]([CH3:29])[C:8](=[O:10])[C:7]([C:11]([NH:13][CH2:14][CH:15]2[CH2:20][CH2:19][N:18]([CH2:21][CH2:22][CH2:23][CH3:24])[CH2:17][CH2:16]2)=[O:12])=[CH:6][C:5]=1[Cl:25] |f:0.1.2,3.4|. The reactants are [Br-].FCCC[P+](C1=CC=CC=C1)(C1=CC=CC=C1)C1=CC=CC=C1 ((3-fluoropropyl)triphenylphosphonium bromide), C(#N)C1=CC=C(C=C1)[C@@H]1CC[C@H](CC1)[C@@H]1CC[C@H](CC1)C=O (trans-4-(trans-4-(4-cyanophenyl)cyclohexyl)cyclohexanecarbaldehyde), CC(C)(C)[O-].[K+] (t-BuOK). Run in C1CCOC1 (THF), C1CCOC1 (THF). Reaction conditions: temperature -20 celsius, time 1 hour. Yields the product FCC/C=C/[C@@H]1CC[C@H](CC1)[C@@H]1CC[C@H](CC1)C1=CC=C(C#N)C=C1 ((E)-4-(trans-4-(trans-4-(4-fluorobutenyl)cyclohexyl)cyclohexyl)benzonitrile). Yield: 78.4%. As a reaction SMILES: [Br-].[F:2][CH2:3][CH2:4][CH2:5][P+](C1C=CC=CC=1)(C1C=CC=CC=1)C1C=CC=CC=1.CC([O-])(C)C.[K+].[C:31]([C:33]1[CH:38]=[CH:37][C:36]([C@H:39]2[CH2:44][CH2:43][C@H:42]([C@H:45]3[CH2:50][CH2:49][C@H:48]([CH:51]=O)[CH2:47][CH2:46]3)[CH2:41][CH2:40]2)=[CH:35][CH:34]=1)#[N:32]>C1COCC1>[F:2][CH2:3][CH2:4]/[CH:5]=[CH:51]/[C@H:48]1[CH2:49][CH2:50][C@H:45]([C@H:42]2[CH2:43][CH2:44][C@H:39]([C:36]3[CH:37]=[CH:38][C:33]([C:31]#[N:32])=[CH:34][CH:35]=3)[CH2:40][CH2:41]2)[CH2:46][CH2:47]1 |f:0.1,2.3|. Procedure details: A mixture of (3-fluoropropyl)triphenylphosphonium bromide (15.0 g, 37.2 millimols) with THF (75 ml) was cooled down to -20° C., followed by adding t-BuOK (4.2 g, 37.2 millimols) to the mixture, stirring for one hour, dropwise adding to the mixture, a THF (100 ml) solution of trans-4-(trans-4-(4-cyanophenyl)cyclohexyl)cyclohexanecarbaldehyde (10.0 g, 37.2 millimols) so as to keep the temperature at -20° C. or lower, stirring the mixture at the same temperature for 2 hours, and treating the reacti... The reactants are CN(C)CCCl, Cl, COc1ccc(C2Sc3cc(Oc4ccc(F)cc4)ccc3NC(=O)C2O)cc1. Product: COc1ccc(C2Sc3cc(Oc4ccc(F)cc4)ccc3N(CCN(C)C)C(=O)C2O)cc1. RXN SMILES: [CH3:31][N:32]([CH3:33])[CH2:34][CH2:35][Cl:36].[ClH:30].[F:1][c:2]1[cH:3][cH:4][c:5]([O:6][c:7]2[cH:8][c:9]3[c:10]([cH:26][cH:27]2)[NH:11][C:12](=[O:25])[CH:13]([OH:24])[CH:14]([c:16]2[cH:17][cH:18][c:19]([O:22][CH3:23])[cH:20][cH:21]2)[S:15]3)[cH:28][cH:29]1>>[F:1][c:2]1[cH:3][cH:4][c:5]([O:6][c:7]2[cH:8][c:9]3[c:10]([cH:26][cH:27]2)[N:11]([CH2:35][CH2:34][N:32]([CH3:31])[CH3:33])[C:12](=[O:25])[CH:13]([OH:24])[CH:14]([c:16]2[cH:17][cH:18][c:19]([O:22][CH3:23])[cH:20][cH:21]2)[S:15]3)[cH:28][cH:29]1. Reactants: COC(=O)C1(OC(CC1)OC)OC (2-methoxycarbonyl-2,5-dimethoxytetrahydrofuran), C1(CCCCC1)N1C(C(NC2=CC(=C(C=C12)N)C(F)(F)F)=O)=O (1-cyclohexyl-6-trifluoromethyl-7-amino-2,3(1H,4H)-quinoxalinedione). Solvent: COC1OC(CC1)OC (2,5-dimethoxytetrahydrofuran), C(C)(=O)O (acetic acid). The product is C1(CCCCC1)N1C(C(NC2=CC(=C(C=C12)N1C(=CC=C1)C(=O)OC)C(F)(F)F)=O)=O (1-Cyclohexyl-6-trifluoromethyl-7-(2-methoxycarbonyl-1-pyrrolyl)-2,3(1H,4H)-quinoxalinedione). Reaction SMILES: CO[C:3]([C:5]1(OC)[CH2:9][CH2:8][CH:7]([O:10][CH3:11])[O:6]1)=O.[CH:14]1([N:20]2[C:29]3[C:24](=[CH:25][C:26]([C:31]([F:34])([F:33])[F:32])=[C:27]([NH2:30])[CH:28]=3)[NH:23][C:22](=[O:35])[C:21]2=[O:36])[CH2:19][CH2:18][CH2:17][CH2:16][CH2:15]1>COC1CCC(OC)O1.C(O)(=O)C>[CH:14]1([N:20]2[C:29]3[C:24](=[CH:25][C:26]([C:31]([F:32])([F:33])[F:34])=[C:27]([N:30]4[CH:3]=[CH:5][CH:9]=[C:8]4[C:7]([O:10][CH3:11])=[O:6])[CH:28]=3)[NH:23][C:22](=[O:35])[C:21]2=[O:36])[CH2:15][CH2:16][CH2:17][CH2:18][CH2:19]1. Reported procedure: In place of 2,5-dimethoxytetrahydrofuran, 1.2 g (6.1 mmol) of 2-methoxycarbonyl-2,5-dimethoxytetrahydrofuran were dissolved with 2 g (6.1 mmol) of 1-cyclohexyl-6-trifluoromethyl-7-amino-2,3(1H,4H)-quinoxalinedione in 100 ml of acetic acid and refluxed for 30 minutes. The mixture was then worked up as in Example 3f. RXN SMILES: [CH3:1][O:2][CH3:3].[CH3:25][C:26]#[N:27].[CH3:4][CH:5]([CH2:6][CH2:7][O:8][N:9]=[O:10])[CH3:11].[ClH:24].[Cu:28]([Cl:29])[Cl:30].[F:12][c:13]1[cH:14][c:15]([F:23])[c:16]2[c:17]([n:18][c:19]([NH2:21])[s:20]2)[cH:22]1>>[F:12][c:13]1[cH:14][c:15]([F:23])[c:16]2[c:17]([n:18][c:19]([Cl:24])[s:20]2)[cH:22]1. Yields the product Fc1cc(F)c2sc(Cl)nc2c1. Starting materials: COC, CC#N, CC(C)CCON=O, Cl, Cl[Cu]Cl, Nc1nc2cc(F)cc(F)c2s1. Starting materials: [OH-].[Li+] (Lithium hydroxide), CC1=NN=NN1C=1C=CC(=NC1)CC(=O)OCC (ethyl 2-(5-(5-methyl-1H-tetrazol-1-yl)pyridin-2-yl)acetate). Run in O (water), C1CCOC1 (THF). Product: CC1=NN=NN1C=1C=CC(=NC1)CC(=O)O (2-(5-(5-methyl-1H-tetrazol-1-yl)pyridin-2-yl)acetic acid). As a reaction SMILES: [OH-].[Li+].[CH3:3][C:4]1[N:8]([C:9]2[CH:10]=[CH:11][C:12]([CH2:15][C:16]([O:18]CC)=[O:17])=[N:13][CH:14]=2)[N:7]=[N:6][N:5]=1>O.C1COCC1>[CH3:3][C:4]1[N:8]([C:9]2[CH:10]=[CH:11][C:12]([CH2:15][C:16]([OH:18])=[O:17])=[N:13][CH:14]=2)[N:7]=[N:6][N:5]=1 |f:0.1|. Procedure details: Lithium hydroxide (161 mg, 3.84 mmol) dissolved in water (3 mL) was added to ethyl 2-(5-(5-methyl-1H-tetrazol-1-yl)pyridin-2-yl)acetate (776 mg, 3.14 mmol) in THF (10 ml) and stirred at room temperature. The reaction was followed by TLC. Evaporated off the organics without heating and cooled in ice bath then acidified with 1N HCL (3.84 ml, pH ˜3). Extracted with EtOAc/THF (2×), washed with brine (1×), dried over Na2SO4, filtered and concentrated to yield 2-(5-(5-methyl-1H-tetrazol-1-yl)pyridin-2... Reactants: CC(C)(C)OC(=O)N1CCN(CCN)CC1, CS(=O)(=O)Cl, c1ccncc1. Product: CC(C)(C)OC(=O)N1CCN(CCNS(C)(=O)=O)CC1. Reaction SMILES: [C:6]([CH3:7])([CH3:8])([CH3:9])[O:10][C:11](=[O:12])[N:13]1[CH2:14][CH2:15][N:16]([CH2:19][CH2:20][NH2:21])[CH2:17][CH2:18]1.[CH3:1][S:2]([Cl:3])(=[O:4])=[O:5].[cH:22]1[cH:23][cH:24][n:25][cH:26][cH:27]1>>[CH3:1][S:2](=[O:4])(=[O:5])[NH:21][CH2:20][CH2:19][N:16]1[CH2:15][CH2:14][N:13]([C:11]([O:10][C:6]([CH3:7])([CH3:8])[CH3:9])=[O:12])[CH2:18][CH2:17]1. Reactants: NC1CC1, ClC(Cl)Cl, O=C(OCc1ccccc1)N1CCCc2c(-c3ccnc(Cl)n3)c(-c3ccc(F)cc3)nn21, O. The product is O=C(OCc1ccccc1)N1CCCc2c(-c3ccnc(NC4CC4)n3)c(-c3ccc(F)cc3)nn21. Reaction SMILES: [CH:34]1([NH2:37])[CH2:35][CH2:36]1.[CH:38]([Cl:39])([Cl:40])[Cl:41].[Cl:1][c:2]1[n:3][cH:4][cH:5][c:6](-[c:8]2[c:9](-[c:27]3[cH:28][cH:29][c:30]([F:33])[cH:31][cH:32]3)[n:10][n:11]3[c:16]2[CH2:15][CH2:14][CH2:13][N:12]3[C:17](=[O:18])[O:19][CH2:20][c:21]2[cH:22][cH:23][cH:24][cH:25][cH:26]2)[n:7]1.[OH2:42]>>[c:2]1([NH:37][CH:34]2[CH2:35][CH2:36]2)[n:3][cH:4][cH:5][c:6](-[c:8]2[c:9](-[c:27]3[cH:28][cH:29][c:30]([F:33])[cH:31][cH:32]3)[n:10][n:11]3[c:16]2[CH2:15][CH2:14][CH2:13][N:12]3[C:17](=[O:18])[O:19][CH2:20][c:21]2[cH:22][cH:23][cH:24][cH:25][cH:26]2)[n:7]1. The product is N#CSCC(=O)c1ccccc1F. The reactants are O=C(CBr)c1ccccc1F, CCO, [K+], O, N#C[S-]. RXN SMILES: [Br:1][CH2:2][C:3](=[O:4])[c:5]1[c:6]([F:11])[cH:7][cH:8][cH:9][cH:10]1.[CH3:17][CH2:18][OH:19].[K+:12].[OH2:16].[S-:13][C:14]#[N:15]>>[CH2:2]([C:3](=[O:4])[c:5]1[c:6]([F:11])[cH:7][cH:8][cH:9][cH:10]1)[S:13][C:14]#[N:15]. The reactants are C(C)(=O)OCC (ethyl acetate), C1(=CC=CC=C1)SC1=CC=C(C=C1)CC#N (4-phenylthiophenylacetonitrile), C(C)(=O)OCC (ethyl acetate), [H-].[Na+] (sodium hydride), CCCCCC (hexane). Run in O1CCCC1 (tetrahydrofuran), O1CCCC1 (tetrahydrofuran). The product is C(C)(=O)C(C#N)C1=CC=C(C=C1)SC1=CC=CC=C1 (α-Acetyl-4-phenylthiophenylacetonitrile). The yield is 73.3%. Reaction SMILES: [H-].[Na+].[C:3](OCC)(=[O:5])[CH3:4].[C:9]1([S:15][C:16]2[CH:21]=[CH:20][C:19]([CH2:22][C:23]#[N:24])=[CH:18][CH:17]=2)[CH:14]=[CH:13][CH:12]=[CH:11][CH:10]=1.CCCCCC>O1CCCC1>[C:3]([CH:22]([C:19]1[CH:20]=[CH:21][C:16]([S:15][C:9]2[CH:10]=[CH:11][CH:12]=[CH:13][CH:14]=2)=[CH:17][CH:18]=1)[C:23]#[N:24])(=[O:5])[CH3:4] |f:0.1|. Procedure: To a stirred suspension of 144 mg of 60% sodium hydride, in 10 ml of tetrahydrofuran at 0° C. under nitrogen atmosphere was added a mixture of 396 mg of ethyl acetate, 675 mg of 4-phenylthiophenylacetonitrile and 5 ml of tetrahydrofuran. Thirty minutes later, the ice bath was removed. Seventeen hours later, the tetrahydrofuran was distilled off in vacuo, and 10 ml of 2N hydrochloric acid and 20 ml of dichloromethane were added and separated, and the water layer was further extracted twice in 20 ...